This data is from the Open Reaction Database (ORD), a public repository of structured organic reaction records. The task is: describe an organic reaction: reactants, conditions, products, and yield The reactants are C1(=CC=CC=C1)B(O)O (phenylboronic acid), C(=O)([O-])[O-].[Na+].[Na+] (Na2CO3), C(C)(=O)C1=NC(=CC=C1)Br (2-acetyl-6-bromopyridine). The reagents and catalysts are C=1C=CC(=CC1)[P](C=2C=CC=CC2)(C=3C=CC=CC3)[Pd]([P](C=4C=CC=CC4)(C=5C=CC=CC5)C=6C=CC=CC6)([P](C=7C=CC=CC7)(C=8C=CC=CC8)C=9C=CC=CC9)[P](C=1C=CC=CC1)(C=1C=CC=CC1)C=1C=CC=CC1 ((Ph3P)4Pd). Run in C1(=CC=CC=C1)C (toluene). Reaction conditions: temperature 80 celsius, time 1 hour. Yields the product C(C)(=O)C1=NC(=CC=C1)C1=CC=CC=C1 (2-acetyl-6-phenylpyridine). The yield is 89.2%. As a reaction SMILES: [C:1]([C:4]1[CH:9]=[CH:8][CH:7]=[C:6](Br)[N:5]=1)(=[O:3])[CH3:2].[C:11]1(B(O)O)[CH:16]=[CH:15][CH:14]=[CH:13][CH:12]=1.C([O-])([O-])=O.[Na+].[Na+]>C1(C)C=CC=CC=1.C1C=CC([P]([Pd]([P](C2C=CC=CC=2)(C2C=CC=CC=2)C2C=CC=CC=2)([P](C2C=CC=CC=2)(C2C=CC=CC=2)C2C=CC=CC=2)[P](C2C=CC=CC=2)(C2C=CC=CC=2)C2C=CC=CC=2)(C2C=CC=CC=2)C2C=CC=CC=2)=CC=1>[C:1]([C:4]1[CH:9]=[CH:8][CH:7]=[C:6]([C:11]2[CH:16]=[CH:15][CH:14]=[CH:13][CH:12]=2)[N:5]=1)(=[O:3])[CH3:2] |f:2.3.4,^1:36,38,57,76|. Procedure details: To a Schlenk tube charged with a solution of 200 mg (1.0 mmol) of 2-acetyl-6-bromopyridine and 23 mg (0.02 mmol) of (Ph3P)4Pd in 10 mL of degassed toluene was added a solution of 150 mg (1.2 mmol) phenylboronic acid and 270 mg (2.5 mmol) Na2CO3 in 8 mL of degassed 4:1 H2O/MeOH. The biphasic mixture was heated to 80° C. with rapid stirring for 1 h. On cooling to RT, Et2O (50 mL) was added and the layers were separated. The organic layer was dried over Na2SO4 and the volatiles were removed by rota...